Dataset: the Open Reaction Database (ORD), a public repository of structured organic reaction records. Task: describe an organic reaction: reactants, conditions, products, and yield The reactants are COC(=O)c1cccc(C=CC(=O)O)c1, O=C(Cl)C(=O)Cl, CN(C)C=O. Product: COC(=O)c1cccc(C=CCCl)c1. As a reaction SMILES: [CH3:7][O:8][C:9](=[O:10])[c:11]1[cH:12][c:13]([CH:14]=[CH:15][C:16]([OH:17])=[O:18])[cH:19][cH:20][cH:21]1.[Cl:1][C:2]([C:3]([Cl:4])=[O:5])=[O:6].[O:22]=[CH:23][N:24]([CH3:25])[CH3:26]>>[Cl:1][CH2:16][CH:15]=[CH:14][c:13]1[cH:12][c:11]([C:9]([O:8][CH3:7])=[O:10])[cH:21][cH:20][cH:19]1.